From a dataset of the Open Reaction Database (ORD), a public repository of structured organic reaction records. describe an organic reaction: reactants, conditions, products, and yield Starting materials: 4-methyl-17β,19-di(4'-tetrahydropyranyloxy)-4-androsten-3-one, 1β-methyl-19-(4'-tetrahydropyranyloxy)-4-androsten-3,17-dione, O([Si](C)(C)C(C)(C)C)C[C@]12CCC(C=C1[C@H](C[C@H]1[C@@H]3CCC([C@@]3(C)CC[C@H]21)=O)C)=O (19-t-butyldimethylsiloxy-6α-methyl-4-androstene-3,17-dione), 19-(4'-tetrahydropyranyloxy)androst-4-ene-3,17-dione, O([Si](C)(C)C(C)(C)C)C[C@]12CCC(C=C1CC[C@H]1[C@@H]3CCC([C@@]3(C)CC[C@H]21)=O)=O (19-t-butyldimethylsiloxy-4-androstene-3,17-dione). Yields the product O([Si](C)(C)C(C)(C)C)C[C@]12CCC(CC1=C(C[C@H]1[C@@H]3CCC([C@@]3(C)CC[C@H]21)=O)C)=O (19-t-butyldimethylsiloxy-6-methyl-5-androstene-3,17-dione), 1β-methyl-19-(4'-tetrahydropyranyloxy)-5-androsten-3,17dione. As a reaction SMILES: [O:1]([CH2:9][C@@:10]12[C@@H:27]3[C@H:18]([C@H:19]4[C@@:23]([CH2:25][CH2:26]3)([CH3:24])[C:22](=[O:28])[CH2:21][CH2:20]4)[CH2:17][C@H:16]([CH3:29])[C:15]1=[CH:14][C:13](=[O:30])[CH2:12][CH2:11]2)[Si:2]([C:5]([CH3:8])([CH3:7])[CH3:6])([CH3:4])[CH3:3].O(C[C@@]12[C@@H]3[C@H]([C@H]4[C@@](CC3)(C)C(=O)CC4)CCC1=CC(=O)CC2)[Si](C(C)(C)C)(C)C>>[O:1]([CH2:9][C@@:10]12[C@@H:27]3[C@H:18]([C@H:19]4[C@@:23]([CH2:25][CH2:26]3)([CH3:24])[C:22](=[O:28])[CH2:21][CH2:20]4)[CH2:17][C:16]([CH3:29])=[C:15]1[CH2:14][C:13](=[O:30])[CH2:12][CH2:11]2)[Si:2]([C:5]([CH3:8])([CH3:6])[CH3:7])([CH3:4])[CH3:3]. Procedure details: Substituting 19-t-butyldimethylsiloxy-6α-methyl-4-androstene-3,17-dione, 19-(4'-tetrahydropyranyloxy)androst-4-ene-3,17-dione, 4-methyl-17β,19-di(4'-tetrahydropyranyloxy)-4-androsten-3-one and 1β-methyl-19-(4'-tetrahydropyranyloxy)-4-androsten-3,17-dione for the 19-t-butyldimethylsiloxy-4-androstene-3,17-dione above results in the preparation of 19-t-butyldimethylsiloxy-6-methyl-5-androstene-3,17-dione, 19-(4'-tetrahydropyranyloxy)androst-5-ene-3,17-dione, 4α-methyl-17β,19-di(4'-tetrahydropyrany...